The task is: describe an organic reaction: reactants, conditions, products, and yield. This data is from the Open Reaction Database (ORD), a public repository of structured organic reaction records. The reactants are C=CCc1nc(C(C)(C)C)oc1CC, C1CCOC1, CCOC(C)=O, B1C2CCCC1CCC2, [Na+], [OH-], O, OO. Product: CCc1oc(C(C)(C)C)nc1CCCO. Reaction SMILES: [CH2:1]([CH:2]=[CH2:3])[c:4]1[n:5][c:6]([C:11]([CH3:12])([CH3:13])[CH3:14])[o:7][c:8]1[CH2:9][CH3:10].[CH2:35]1[O:36][CH2:37][CH2:38][CH2:39]1.[CH3:28][CH2:29][O:30][C:31]([CH3:32])=[O:33].[CH:15]12[CH2:16][CH2:17][CH2:18][CH:19]([BH:20]1)[CH2:21][CH2:22][CH2:23]2.[Na+:27].[OH-:26].[OH2:34].[OH:24][OH:25]>>[CH2:1]([CH2:2][CH2:3][OH:24])[c:4]1[n:5][c:6]([C:11]([CH3:12])([CH3:13])[CH3:14])[o:7][c:8]1[CH2:9][CH3:10]. Reported procedure: A solution of N-cyano-carbonimidodithioic acid dimethyl ester (5 g) in ethyl acetate (50 ml) was added to a solution of 3-[3-(1-pyrrolidinylmethyl)phenoxy]propanamine in ethyl acetate (60 ml). The reaction mixture was stirred at room temperature for 1 hr to give the title compound as an off-white solid m.p. 107°-108.5° (7.45 g). TLC silica; ethyl acetate: isopropanol:water:0.88 ammonia (25:15:8:2) single spot Rf 0.7. Starting materials: CSC(=NC#N)SC (N-cyano-carbonimidodithioic acid dimethyl ester), N1(CCCC1)CC=1C=C(OCCCN)C=CC1 (3-[3-(1-pyrrolidinylmethyl)phenoxy]propanamine). The product is C(#N)N=C(NCCCOC1=CC(=CC=C1)CN1CCCC1)SC (N'-Cyano-N-[3-[3-(1-pyrrolidinylmethyl)phenoxy]propyl]carbamimidothioic acid, methyl ester). Run at time 1 hour. As a reaction SMILES: [CH3:1][S:2][C:3](SC)=[N:4][C:5]#[N:6].[N:9]1([CH2:14][C:15]2[CH:16]=[C:17]([CH:23]=[CH:24][CH:25]=2)[O:18][CH2:19][CH2:20][CH2:21][NH2:22])[CH2:13][CH2:12][CH2:11][CH2:10]1>C(OCC)(=O)C>[C:5]([N:4]=[C:3]([S:2][CH3:1])[NH:22][CH2:21][CH2:20][CH2:19][O:18][C:17]1[CH:23]=[CH:24][CH:25]=[C:15]([CH2:14][N:9]2[CH2:13][CH2:12][CH2:11][CH2:10]2)[CH:16]=1)#[N:6]. Solvent: C(C)(=O)OCC (ethyl acetate), C(C)(=O)OCC (ethyl acetate). Starting materials: Cc1ccc(NS(=O)(=O)c2ccc(C(C)(C)C)cc2)cc1O, CC(Cl)Cl, O=C1Nc2ccccc2C1(O)c1ccccc1, Cc1ccc(S(=O)(=O)O)cc1. The product is Cc1cc(C2(c3ccccc3)C(=O)Nc3ccccc32)c(NS(=O)(=O)c2ccc(C(C)(C)C)cc2)cc1O. RXN SMILES: [C:18]([CH3:19])([CH3:20])([CH3:21])[c:22]1[cH:23][cH:24][c:25]([S:28](=[O:29])(=[O:30])[NH:31][c:32]2[cH:33][c:34]([OH:39])[c:35]([CH3:38])[cH:36][cH:37]2)[cH:26][cH:27]1.[Cl:51][CH:52]([Cl:53])[CH3:54].[OH:1][C:2]1([c:12]2[cH:13][cH:14][cH:15][cH:16][cH:17]2)[C:3](=[O:11])[NH:4][c:5]2[cH:6][cH:7][cH:8][cH:9][c:10]21.[c:40]1([CH3:41])[cH:42][cH:43][c:44]([S:45]([OH:46])(=[O:47])=[O:48])[cH:49][cH:50]1>>[C:2]1([c:12]2[cH:13][cH:14][cH:15][cH:16][cH:17]2)([c:37]2[c:32]([NH:31][S:28]([c:25]3[cH:24][cH:23][c:22]([C:18]([CH3:19])([CH3:20])[CH3:21])[cH:27][cH:26]3)(=[O:29])=[O:30])[cH:33][c:34]([OH:39])[c:35]([CH3:38])[cH:36]2)[C:3](=[O:11])[NH:4][c:5]2[cH:6][cH:7][cH:8][cH:9][c:10]21. Starting materials: NC1=CC=C(C=C1)C1=CSC=2N=CN=C(C21)N (5-(4-aminophenyl)thieno[2,3-d]pyrimidin-4-amine), FC1=C(C=C(C=C1)C(F)(F)F)N=C=O (1-fluoro-2-isocyanato-4-(trifluoromethyl)benzene). The solvent is ClCCl (dichloromethane). Run at time 8 hour. Yields the product NC=1C2=C(N=CN1)SC=C2C2=CC=C(C=C2)NC(=O)NC2=C(C=CC(=C2)C(F)(F)F)F (N-[4-(4-aminothieno[2,3-d]pyrimidin-5-yl)phenyl]-N′-[2-fluoro-5-(trifluoromethyl)phenyl]urea). Isolated yield 75.9%. Reaction SMILES: [NH2:1][C:2]1[CH:7]=[CH:6][C:5]([C:8]2[C:16]3[C:15]([NH2:17])=[N:14][CH:13]=[N:12][C:11]=3[S:10][CH:9]=2)=[CH:4][CH:3]=1.[F:18][C:19]1[CH:24]=[CH:23][C:22]([C:25]([F:28])([F:27])[F:26])=[CH:21][C:20]=1[N:29]=[C:30]=[O:31]>ClCCl>[NH2:17][C:15]1[C:16]2[C:8]([C:5]3[CH:4]=[CH:3][C:2]([NH:1][C:30]([NH:29][C:20]4[CH:21]=[C:22]([C:25]([F:26])([F:28])[F:27])[CH:23]=[CH:24][C:19]=4[F:18])=[O:31])=[CH:7][CH:6]=3)=[CH:9][S:10][C:11]=2[N:12]=[CH:13][N:14]=1. Procedure details: A suspension of Example 58D (0.04 g, 0.165 mmol) in dichloromethane (3 mL) under nitrogen was cooled to 0° C., treated with 1-fluoro-2-isocyanato-4-(trifluoromethyl)benzene (0.024 mL, 0.165 mmol), and stirred overnight while gradually warming to room temperature. The suspension was filtered and the filter cake was dried in a vacuum oven to provide 0.056 g of the desired product. MS(ESI(+)) m/e 448 (M+H)+; 1H NMR (300 MHz, DMSO-d6) δ 9.40 (s, 1H); 8.98 (d, J=2.7 Hz, 1H); 8.63 (dd, J=7.2 Hz, 2.1 H... Reactants: C1(=CC=CC=C1)P(Cl)Cl (phenylphosphorus dichloride), [N+](=O)(O)[O-] (nitric acid), C1(=CC=CC=C1)P(O)O (benzenephosphonous acid), ( I ). Yields the product [N+](=O)([O-])C=1C=C(C=CC1)P(O)O (m-nitrobenzenephosphonous acid). As a reaction SMILES: C1(P(Cl)Cl)C=CC=CC=1.[C:10]1([P:16]([OH:18])[OH:17])[CH:15]=[CH:14][CH:13]=[CH:12][CH:11]=1.[N+:19]([O-])([OH:21])=[O:20]>>[N+:19]([C:12]1[CH:11]=[C:10]([P:16]([OH:18])[OH:17])[CH:15]=[CH:14][CH:13]=1)([O-:21])=[O:20]. Procedure: According to my invention phenylphosphorus dichloride is converted to benzenephosphonous acid (B), which is nitrated (I) with nitric acid at a temperature around 0° C. to form m-nitrobenzenephosphonous acid (E) which, to my knowledge, is a compound not previously described in the literature. Compound E is conveniently oxidized by heating (II) the reaction mixture in the presence of additional nitric acid to form m-nitrobenzenephosphonic acid (C), and then compound (D) by subsequent reduction. My... Procedure: To a solution of tris(dibenzylideneacetone)dipalladium(0) (0.027 g, 0.03 mmol in dioxane (6 ml) tricyclohexylphosphine (0.084 g, 0.30 mmol) is added and the mixture stirred under argon for 30 min. A solution of 5-bromo-2-(4-[1,2,3]triazol-1-yl-butyl)-pyrimidine (0.282 g, 1.0 mmol), bis(pinacolato)diboron (0.279 g, 1.1 mmol) and potassium acetate (0.147 g, 1.5 mmol) is added and the mixture is heated at 80° C. for 5 h. After cooling the mixture is concentrated in vacuo and the crude product is pu... The product is N1(N=NC=C1)CCCCC1=NC=C(C=N1)B(O)O (2-(4-[1,2,3]triazol-1-yl-butyl)-pyrimidine-5-boronic acid). Reagents/catalysts: C=1C=CC(=CC1)/C=C/C(=O)/C=C/C2=CC=CC=C2.C=1C=CC(=CC1)/C=C/C(=O)/C=C/C2=CC=CC=C2.C=1C=CC(=CC1)/C=C/C(=O)/C=C/C2=CC=CC=C2.[Pd].[Pd] (tris(dibenzylideneacetone)dipalladium(0)). Reaction SMILES: O1CCOCC1.Br[C:8]1[CH:9]=[N:10][C:11]([CH2:14][CH2:15][CH2:16][CH2:17][N:18]2[CH:22]=[CH:21][N:20]=[N:19]2)=[N:12][CH:13]=1.[B:23]1(B2OC(C)(C)C(C)(C)O2)[O:27]C(C)(C)C(C)(C)[O:24]1.C([O-])(=O)C.[K+]>C1C=CC(/C=C/C(/C=C/C2C=CC=CC=2)=O)=CC=1.C1C=CC(/C=C/C(/C=C/C2C=CC=CC=2)=O)=CC=1.C1C=CC(/C=C/C(/C=C/C2C=CC=CC=2)=O)=CC=1.[Pd].[Pd]>[N:18]1([CH2:17][CH2:16][CH2:15][CH2:14][C:11]2[N:10]=[CH:9][C:8]([B:23]([OH:27])[OH:24])=[CH:13][N:12]=2)[CH:22]=[CH:21][N:20]=[N:19]1 |f:3.4,5.6.7.8.9|. The reactants are BrC=1C=NC(=NC1)CCCCN1N=NC=C1 (5-bromo-2-(4-[1,2,3]triazol-1-yl-butyl)-pyrimidine), B1(OC(C(O1)(C)C)(C)C)B2OC(C(O2)(C)C)(C)C (bis(pinacolato)diboron), C(C)(=O)[O-].[K+] (potassium acetate), O1CCOCC1 (dioxane). Conditions: temperature 80 celsius, time 30 minute.